describe an organic reaction: reactants, conditions, products, and yield From a dataset of the Open Reaction Database (ORD), a public repository of structured organic reaction records. The reactants are O=C([O-])N(Cc1ccccc1)CC1Cc2cc(Cl)cc(-c3c(Cl)cccc3Cl)c2O1, C[Si](C)(C)I, Cl. Yields the product NCC1Cc2cc(Cl)cc(-c3c(Cl)cccc3Cl)c2O1. Reaction SMILES: [CH2:1]([c:5]1[cH:6][cH:7][cH:9][cH:10][cH:11]1)[N:8]([C:2](=[O:3])[O-:4])[CH2:12][CH:13]1[O:14][c:15]2[c:16]([cH:18][c:19]([Cl:30])[cH:20][c:21]2-[c:22]2[c:23]([Cl:29])[cH:24][cH:25][cH:26][c:27]2[Cl:28])[CH2:17]1.[CH3:31][Si:32]([I:33])([CH3:34])[CH3:35].[ClH:36]>>[NH2:8][CH2:12][CH:13]1[O:14][c:15]2[c:16]([cH:18][c:19]([Cl:30])[cH:20][c:21]2-[c:22]2[c:23]([Cl:29])[cH:24][cH:25][cH:26][c:27]2[Cl:28])[CH2:17]1. Reactants: C(C)OC(=O)N1CCC(=CC1)C1=C(C=C(C(=C1)F)Br)F (1-ethoxycarbonyl-4-(4-bromo-2,5-difluorophenyl)-1,2,3,6-tetrahydropyridine), cuprous cyanide, CN(C=O)C (N,N-dimethylformamide), [OH-].[NH4+] (ammonium hydroxide), O (water), ClCCl (dichloromethane). The product is C(#N)C1=CC(=C(C=C1F)C=1CCN(CC1)C(=O)OCC)F (4-(4-Cyano-2,5-difluorophenyl)-1-ethoxycarbonyl-1,2,3,6-tetrahydropyridine). RXN SMILES: [CH2:1]([O:3][C:4]([N:6]1[CH2:11][CH:10]=[C:9]([C:12]2[CH:17]=[C:16]([F:18])[C:15](Br)=[CH:14][C:13]=2[F:20])[CH2:8][CH2:7]1)=[O:5])[CH3:2].[OH-].[NH4+].O.ClCCl.[CH3:27][N:28](C)C=O>>[C:27]([C:15]1[C:16]([F:18])=[CH:17][C:12]([C:9]2[CH2:8][CH2:7][N:6]([C:4]([O:3][CH2:1][CH3:2])=[O:5])[CH2:11][CH:10]=2)=[C:13]([F:20])[CH:14]=1)#[N:28] |f:1.2|. Procedure details: A mixture of 27.60 g (79.8 mmol) 1-ethoxycarbonyl-4-(4-bromo-2,5-difluorophenyl)-1,2,3,6-tetrahydropyridine and 9.00 g (89.6 mmol) cuprous cyanide in 300 ml N,N-dimethylformamide was stirred at reflux for 20 hours. The mixture was cooled and shaken with 800 ml concentrated ammonium hydroxide, 800 ml water and 1,000 ml of dichloromethane. The organic layer was washed with water, dried (MgSO4) and evaporated. The product was purified by chromatography on silica gel and crystallization from hexane ... The product is COC(=O)CC(c1ccccc1)n1cc(-c2ncnc3c2ccn3COCC[Si](C)(C)C)cn1. Reactants: C1CCC2=NCCCN2CC1, COC(=O)C=Cc1ccccc1, C[Si](C)(C)CCOCn1ccc2c(-c3cn[nH]c3)ncnc21. RXN SMILES: [CH2:35]1[CH2:36][CH2:37][C:38]2=[N:43][CH2:42][CH2:41][CH2:40][N:39]2[CH2:44][CH2:45]1.[c:1]1([CH:7]=[CH:8][C:9](=[O:10])[O:11][CH3:12])[cH:2][cH:3][cH:4][cH:5][cH:6]1.[nH:13]1[n:14][cH:15][c:16](-[c:18]2[c:19]3[c:20]([n:21][cH:22][n:23]2)[n:24]([CH2:27][O:28][CH2:29][CH2:30][Si:31]([CH3:32])([CH3:33])[CH3:34])[cH:25][cH:26]3)[cH:17]1>>[c:1]1([CH:7]([CH2:8][C:9](=[O:10])[O:11][CH3:12])[n:13]2[n:14][cH:15][c:16](-[c:18]3[c:19]4[c:20]([n:21][cH:22][n:23]3)[n:24]([CH2:27][O:28][CH2:29][CH2:30][Si:31]([CH3:32])([CH3:33])[CH3:34])[cH:25][cH:26]4)[cH:17]2)[cH:2][cH:3][cH:4][cH:5][cH:6]1. The reactants are O=C1SCC(N1NS(=O)(=O)C)=O (N-(2,4-dioxothiazolidin-3-yl)methanesulfonamide), ClC1=CC(=C(CN2N=C(C3=CC(=CC=C23)C=O)F)C=C1)C(F)(F)F (1-[4-chloro-2-(trifluoromethyl)benzyl]-3-fluoro-1H-indazol-5-carbaldehyde), C(O)CN (ethanolamine). The product is ClC1=CC(=C(CN2N=C(C3=CC(=CC=C23)\C=C/2\C(N(C(S2)=O)NS(=O)(=O)C)=O)F)C=C1)C(F)(F)F (N-[(5Z)-5-({1-[4-Chloro-2-(trifluoromethyl)benzyl]-3-fluoro-1H-indazol-5-yl}methylidene)-2,4-dioxo-1,3-thiazolidin-3-yl]methanesulfonamide). Reaction SMILES: [O:1]=[C:2]1[N:6]([NH:7][S:8]([CH3:11])(=[O:10])=[O:9])[C:5](=[O:12])[CH2:4][S:3]1.[Cl:13][C:14]1[CH:32]=[CH:31][C:17]([CH2:18][N:19]2[C:27]3[C:22](=[CH:23][C:24]([CH:28]=O)=[CH:25][CH:26]=3)[C:21]([F:30])=[N:20]2)=[C:16]([C:33]([F:36])([F:35])[F:34])[CH:15]=1.C(CN)O>>[Cl:13][C:14]1[CH:32]=[CH:31][C:17]([CH2:18][N:19]2[C:27]3[C:22](=[CH:23][C:24](/[CH:28]=[C:4]4/[C:5](=[O:12])[N:6]([NH:7][S:8]([CH3:11])(=[O:10])=[O:9])[C:2](=[O:1])[S:3]/4)=[CH:25][CH:26]=3)[C:21]([F:30])=[N:20]2)=[C:16]([C:33]([F:36])([F:35])[F:34])[CH:15]=1. Procedure details: N-[(5Z)-5-({1-[4-Chloro-2-(trifluoromethyl)benzyl]-3-fluoro-1H-indazol-5-yl}methylidene)-2,4-dioxo-1,3-thiazolidin-3-yl]methanesulfonamide was prepared from N-(2,4-dioxothiazolidin-3-yl)methanesulfonamide (from Example 360) and 1-[4-chloro-2-(trifluoromethyl)benzyl]-3-fluoro-1H-indazol-5-carbaldehyde following General Procedure F. The compound was converted to the corresponding ethanolamine salt following General Procedure T.